From a dataset of the Open Reaction Database (ORD), a public repository of structured organic reaction records. describe an organic reaction: reactants, conditions, products, and yield Starting materials: COCC(Cl)c1nc2cc(Cl)ccc2c(O)c1C(=O)Nc1nccs1, C1CCOC1. Yields the product COCC1OC(=Nc2nccs2)c2c1nc1cc(Cl)ccc1c2O. RXN SMILES: [Cl:1][CH:2]([CH2:3][O:4][CH3:5])[c:6]1[n:7][c:8]2[cH:9][c:10]([Cl:25])[cH:11][cH:12][c:13]2[c:14]([OH:24])[c:15]1[C:16](=[O:17])[NH:18][c:19]1[s:20][cH:21][cH:22][n:23]1.[O:26]1[CH2:27][CH2:28][CH2:29][CH2:30]1>>[CH:2]1([CH2:3][O:4][CH3:5])[c:6]2[n:7][c:8]3[cH:9][c:10]([Cl:25])[cH:11][cH:12][c:13]3[c:14]([OH:24])[c:15]2[C:16](=[N:18][c:19]2[s:20][cH:21][cH:22][n:23]2)[O:17]1. Reactants: C(CC1=CC=CC=C1)N1C2CC(CC1CC2)N2C1=CC=CC=C1SC=1C=C(C=CC21)C#N (10-(8-phenethyl-8-aza-bicyclo[3.2.1]oct-3-yl)-10H-phenothiazine-3-carbonitrile), C[Si](C)(C)N=[N+]=[N-] (trimethylsilyl azide), C(CCC)[Sn](CCCC)=O (dibutyltin oxide). Run in C(OC)COC (dimethoxyethane). Conditions: temperature 150 celsius. Product: C(CC1=CC=CC=C1)N1C2CC(CC1CC2)N2C1=CC=CC=C1SC=1C=C(C=CC21)C2=NN=NN2 (10-(8-phenethyl-8-aza-bicyclo[3.2.1]oct-3-yl)-3-(1H-tetrazol-5-yl)-10H-phenothiazine). As a reaction SMILES: [CH2:1]([N:9]1[CH:14]2[CH2:15][CH2:16][CH:10]1[CH2:11][CH:12]([N:17]1[C:30]3[CH:29]=[CH:28][C:27]([C:31]#[N:32])=[CH:26][C:25]=3[S:24][C:23]3[C:18]1=[CH:19][CH:20]=[CH:21][CH:22]=3)[CH2:13]2)[CH2:2][C:3]1[CH:8]=[CH:7][CH:6]=[CH:5][CH:4]=1.C[Si]([N:37]=[N+:38]=[N-:39])(C)C.C([Sn](=O)CCCC)CCC>C(COC)OC>[CH2:1]([N:9]1[CH:14]2[CH2:15][CH2:16][CH:10]1[CH2:11][CH:12]([N:17]1[C:30]3[CH:29]=[CH:28][C:27]([C:31]4[NH:39][N:38]=[N:37][N:32]=4)=[CH:26][C:25]=3[S:24][C:23]3[C:18]1=[CH:19][CH:20]=[CH:21][CH:22]=3)[CH2:13]2)[CH2:2][C:3]1[CH:8]=[CH:7][CH:6]=[CH:5][CH:4]=1. Procedure: To a solution of 10-(8-phenethyl-8-aza-bicyclo[3.2.1]oct-3-yl)-10H-phenothiazine-3-carbonitrile, 2aa (10 mg, 29 μmol) in dimethoxyethane was added trimethylsilyl azide (15 μL, 115 μmol) and dibutyltin oxide (1.5 mg), and the mixture was heated in a microwave for 15 min at 150° C. The mixture was allowed to cool to rt, and purified via reverse phase HPLC (eluent: CH3CN in water containing 0.1% TFA) to yield title compound 10-(8-phenethyl-8-aza-bicyclo[3.2.1]oct-3-yl)-3-(1H-tetrazol-5-yl)-10H-phen... The reactants are Cl (hydro-chloric acid), C(C1=CC=CC=C1)O[C@@H]1[C@H](N(C[C@H]1OCC1=CC=CC=C1)CCCC)COCC1=CC=CC=C1 ((2R,3R,4R)-3,4-dibenzyloxy-2-benzyloxymethyl-1-butylpyrrolidine), hydrochloride salt, compound 9, C(C1=CC=CC=C1)O[C@@H]1[C@H](N(C[C@H]1OCC1=CC=CC=C1)CCCC)COCC1=CC=CC=C1 ((2R,3R,4R)-3,4-dibenzyloxy-2-benzyloxymethyl-1-butylpyrrolidine), amine. The reagents and catalysts are [Pd] (Pd/C). Solvent: C(C)O (ethanol). The product is Cl.C(CCC)N1[C@@H]([C@H]([C@@H](C1)O)O)CO ((2R,3R,4R)-1-Butyl-3,4-dihydroxy-2-hydroxymethylpyrrolidine, hydrochloride), syrup. The yield is 82.0%. As a reaction SMILES: C([O:8][C@H:9]1[C@H:13]([O:14]CC2C=CC=CC=2)[CH2:12][N:11]([CH2:22][CH2:23][CH2:24][CH3:25])[C@@H:10]1[CH2:26][O:27]CC1C=CC=CC=1)C1C=CC=CC=1.[ClH:35]>[Pd].C(O)C>[ClH:35].[CH2:22]([N:11]1[CH2:12][C@@H:13]([OH:14])[C@H:9]([OH:8])[C@H:10]1[CH2:26][OH:27])[CH2:23][CH2:24][CH3:25] |f:4.5|. Procedure details: The title compound was synthesized as described for compound 9 using (2R,3R,4R)-3,4-dibenzyloxy-2-benzyloxymethyl-1-butylpyrrolidine (Compound 10) (0.243 g,0.53 mmol), ethanol (30 ml), 10% Pd/C (0.07 g) and excess of 1 M hydro-chloric acid to convert the amine to the hydrochloride salt. (2R,3R,4R)-1-Butyl-3,4-dihydroxy-2-hydroxymethylpyrrolidine, hydrochloride was obtained as a yellow syrup (0.098 g, yield: 82%).